This data is from the Open Reaction Database (ORD), a public repository of structured organic reaction records. The task is: describe an organic reaction: reactants, conditions, products, and yield The reactants are CCOC(=O)C(CC(=O)c1ccccc1)C(=O)CC, CCO, [Na+], [OH-]. Product: CCOC(=O)C1CC(c2ccccc2)=C(C)C1=O. RXN SMILES: [CH2:1]([CH3:2])[O:3][C:4]([CH:5]([C:6]([CH2:7][CH3:8])=[O:9])[CH2:10][C:11]([c:12]1[cH:13][cH:14][cH:15][cH:16][cH:17]1)=[O:18])=[O:19].[CH3:22][CH2:23][OH:24].[Na+:21].[OH-:20]>>[CH2:1]([CH3:2])[O:3][C:4]([CH:5]1[C:6](=[O:9])[C:7]([CH3:8])=[C:11]([c:12]2[cH:13][cH:14][cH:15][cH:16][cH:17]2)[CH2:10]1)=[O:19]. Starting materials: C(C1=CC=CC=C1)N1CCC2(C(CCN2C2=CC=CC=C2)O)CC1 ((RS)-8-Benzyl-1-phenyl-1,8-diaza-spiro[4.5]decan-4-ol). The reagents and catalysts are [Pd] (Palladium on carbon). The solvent is CO (methanol), C(C)OC(C)=O (ethylacetate). Product: C1(=CC=CC=C1)N1CCC(C12CCNCC2)O ((RS)-1-Phenyl-1,8-diaza-spiro[4.5]decan-4-ol). As a reaction SMILES: C([N:8]1[CH2:24][CH2:23][C:11]2([N:15]([C:16]3[CH:21]=[CH:20][CH:19]=[CH:18][CH:17]=3)[CH2:14][CH2:13][CH:12]2[OH:22])[CH2:10][CH2:9]1)C1C=CC=CC=1>CO.C(OC(=O)C)C.[Pd]>[C:16]1([N:15]2[C:11]3([CH2:23][CH2:24][NH:8][CH2:9][CH2:10]3)[CH:12]([OH:22])[CH2:13][CH2:14]2)[CH:21]=[CH:20][CH:19]=[CH:18][CH:17]=1. Procedure details: (RS)-8-Benzyl-1-phenyl-1,8-diaza-spiro[4.5]decan-4-ol (7.8 mmol) was dissolved in methanol (100 ml) and ethylacetate (100 ml). Palladium on carbon (10%, 0.2 g) was added and the mixture was hydrogenated at room temperature and normal pressure. Filtration and evaporation yielded the desired product. 1.8 g (99%) (RS)-1-phenyl-1,8-diaza-spiro[4.5]decan-4-ol as a beige solid, m.p. 141-144° C. and MS: m/e=232 (M+). Starting materials: step-ii, CC1(OB(OC1(C)C)C1=CC=C(C=C1)N1CCN(CC1)C(=O)OC(C)(C)C)C (tert-butyl 4-(4-(4,4,5,5-tetramethyl-1,3,2-dioxaborolan-2-yl)phenyl)piperazine-1-carboxylate), C([O-])([O-])=O.[Na+].[Na+] (sodium carbonate), BrC=1C=C2C(=NC1)N(C=C2C=2C=NN(C2)CC2=CC(=CC=C2)F)S(=O)(=O)C2=CC=C(C)C=C2 (5-bromo-3-(1-(3-fluorobenzyl)-1H-pyrazol-4-yl)-1-tosyl-1H-pyrrolo[2,3-b]pyridine), CC1(OB(OC1(C)C)C1=CC=C(C=C1)N1CCN(CC1)C(=O)OC(C)(C)C)C (tert-butyl 4-(4-(4,4,5,5-tetramethyl-1,3,2-dioxaborolan-2-yl)phenyl)piperazine-1-carboxylate). Solvent: COCCOC.O (1,2-Dimethoxyethane water). The product is FC=1C=C(CN2N=CC(=C2)C2=CN(C3=NC=C(C=C32)C3=CC=C(C=C3)N3CCN(CC3)C(=O)OC(C)(C)C)S(=O)(=O)C3=CC=C(C)C=C3)C=CC1 (tert-butyl 4-(4-(3-(1-(3-fluorobenzyl)-1H-pyrazol-4-yl)-1-tosyl-1H-pyrrolo[2,3-b]pyridin-5-yl)phenyl)piperazine-1-carboxylate). Isolated yield 42.7%. RXN SMILES: Br[C:2]1[CH:3]=[C:4]2[C:10]([C:11]3[CH:12]=[N:13][N:14]([CH2:16][C:17]4[CH:22]=[CH:21][CH:20]=[C:19]([F:23])[CH:18]=4)[CH:15]=3)=[CH:9][N:8]([S:24]([C:27]3[CH:33]=[CH:32][C:30]([CH3:31])=[CH:29][CH:28]=3)(=[O:26])=[O:25])[C:5]2=[N:6][CH:7]=1.CC1(C)C(C)(C)OB([C:42]2[CH:47]=[CH:46][C:45]([N:48]3[CH2:53][CH2:52][N:51]([C:54]([O:56][C:57]([CH3:60])([CH3:59])[CH3:58])=[O:55])[CH2:50][CH2:49]3)=[CH:44][CH:43]=2)O1.C(=O)([O-])[O-].[Na+].[Na+]>COCCOC.O>[F:23][C:19]1[CH:18]=[C:17]([CH:22]=[CH:21][CH:20]=1)[CH2:16][N:14]1[CH:15]=[C:11]([C:10]2[C:4]3[C:5](=[N:6][CH:7]=[C:2]([C:42]4[CH:43]=[CH:44][C:45]([N:48]5[CH2:49][CH2:50][N:51]([C:54]([O:56][C:57]([CH3:60])([CH3:59])[CH3:58])=[O:55])[CH2:52][CH2:53]5)=[CH:46][CH:47]=4)[CH:3]=3)[N:8]([S:24]([C:27]3[CH:33]=[CH:32][C:30]([CH3:31])=[CH:29][CH:28]=3)(=[O:26])=[O:25])[CH:9]=2)[CH:12]=[N:13]1 |f:2.3.4,5.6|. Procedure: Using similar reaction conditions as described in step-ii of example-1, 5-bromo-3-(1-(3-fluorobenzyl)-1H-pyrazol-4-yl)-1-tosyl-1H-pyrrolo[2,3-b]pyridine (compound of step-i of example-9) (200 mg, 0.53 mmol) was coupled with tert-butyl 4-(4-(4,4,5,5-tetramethyl-1,3,2-dioxaborolan-2-yl)phenyl)piperazine-1-carboxylate (intermediate 40) (251 mg, 0.64 mmol) in sodium carbonate (168 mg, 1.59 mmol) PdCl2 (dppf) (19 mg, 0.0265 mmol), 1,2-Dimethoxyethane/water (25/3 ml) to afford 160 mg (59.47% yield) of... RXN SMILES: [C:1]([O:5][P:6]([CH:13]([F:27])[C:14]1[CH:26]=[CH:25][C:17]([CH2:18][CH:19]([C:21]([O:23]C)=[O:22])[NH2:20])=[CH:16][CH:15]=1)([O:8][C:9]([CH3:12])([CH3:11])[CH3:10])=[O:7])([CH3:4])([CH3:3])[CH3:2].[OH-].[Na+]>O1CCOCC1>[C:9]([O:8][P:6]([CH:13]([F:27])[C:14]1[CH:15]=[CH:16][C:17]([CH2:18][CH:19]([C:21]([OH:23])=[O:22])[NH2:20])=[CH:25][CH:26]=1)([O:5][C:1]([CH3:3])([CH3:4])[CH3:2])=[O:7])([CH3:10])([CH3:11])[CH3:12] |f:1.2|. Reactants: C(C)(C)(C)OP(=O)(OC(C)(C)C)C(C1=CC=C(CC(N)C(=O)OC)C=C1)F (Methyl 4-[bis(tert-Butoxy)phosphoryl-fluoromethyl]-D,L-phenylalaninate), [OH-].[Na+] (NaOH). The product is C(C)(C)(C)OP(=O)(OC(C)(C)C)C(C1=CC=C(CC(N)C(=O)O)C=C1)F (4-[bis(tert-Butoxy)phosphoryl-fluoromethyl]-D,L-phenylalanine). The solvent is O1CCOCC1 (dioxane). Procedure: To compound 21 (690 mg, 1.71 mmol) in dioxane (17 mL) is added 1N NaOH (8.6 mL, 5 eq.) and stirred at ambient temperature (25 minutes), yielding a solution of crude 4-[bis(tert-Butoxy)phosphoryl-fluoromethyl]-D,L-phenylalanine (22), which is not isolated. The pH is adjusted to 8 by bubbling in CO2 gas, Fmoc-OBT (673 mg, 1.88 mmol) is added and the mixture stirred at ambient temperature (3 hours). Ice-cold 5% citric acid (30 mL) is added and the resultant solution is extracted with CHCl3 (3×30 mL... Run at time 25 minute.